From a dataset of the Open Reaction Database (ORD), a public repository of structured organic reaction records. describe an organic reaction: reactants, conditions, products, and yield The reactants are Cl, Ic1ccc(OC2CN3CCC2CC3)cc1, Nc1cccnc1. The product is c1cncc(Nc2ccc(OC3CN4CCC3CC4)cc2)c1. As a reaction SMILES: [ClH:1].[I:2][c:3]1[cH:4][cH:5][c:6]([O:7][CH:8]2[CH2:9][N:10]3[CH2:11][CH2:12][CH:13]2[CH2:14][CH2:15]3)[cH:16][cH:17]1.[NH2:18][c:19]1[cH:20][n:21][cH:22][cH:23][cH:24]1>>[c:3]1([NH:18][c:19]2[cH:20][n:21][cH:22][cH:23][cH:24]2)[cH:4][cH:5][c:6]([O:7][CH:8]2[CH2:9][N:10]3[CH2:11][CH2:12][CH:13]2[CH2:14][CH2:15]3)[cH:16][cH:17]1. Reactants: [O-]CC.[Na+] (Sodium ethoxide), ClC1=CC(=C(C=C1)[N+](=O)[O-])F (4-chloro-2-fluoronitrobenzene). Solvent: C(C)O (ethanol). Yields the product ClC1=CC(=C(C=C1)[N+](=O)[O-])OCC (4-Chloro-2-ethoxynitrobenzene). Reaction SMILES: [O-:1][CH2:2][CH3:3].[Na+].[Cl:5][C:6]1[CH:11]=[CH:10][C:9]([N+:12]([O-:14])=[O:13])=[C:8](F)[CH:7]=1>C(O)C>[Cl:5][C:6]1[CH:11]=[CH:10][C:9]([N+:12]([O-:14])=[O:13])=[C:8]([O:1][CH2:2][CH3:3])[CH:7]=1 |f:0.1|. Reported procedure: Sodium ethoxide (21% in ethanol, 8.6 mL, 26 mmol) was added dropwise to a solution of 4-chloro-2-fluoronitrobenzene (3 g, 17.1 mmol) in ethanol (20 mL), and once addition was complete the reaction was stirred for a further hour. The mixture was concentrated under reduced pressure, the residue was diluted with ethyl acetate, and the solution was washed with water (×2), then brine. The solution was dried over MgSO4 and evaporated under reduced pressure to afford the title compound as a solid, 3.45... Product: ClC1=CC=C(C=C2N3CCC(C2=O)CC3)C=C1 (2-(4-Chlorobenzylidene)quinuclidin-3-one). The solvent is C(C)O (ethanol). Conditions: time 2 day. Procedure: A solution of 3-quinuclidinone (54.5 g), 4-chlorobenzaldehyde (84.0 g) and sodium hydroxide (3.50 g) in absolute ethanol (400 cm3) was heated at reflux for 2.5 hours. The mixture was cooled and addition of water (100 cm3) caused the product to precipitate as an orange solid. The precipitate was collected and washed with 1:1 ethanol-water (400 cm3). The mother-liquors were stood for 2 days, after which time further precipitated material was collected. The orange solid was redissolved in dichlorom... As a reaction SMILES: [N:1]12[CH2:8][CH2:7][CH:4]([CH2:5][CH2:6]1)[C:3](=[O:9])[CH2:2]2.[Cl:10][C:11]1[CH:18]=[CH:17][C:14]([CH:15]=O)=[CH:13][CH:12]=1.[OH-].[Na+].O>C(O)C>[Cl:10][C:11]1[CH:18]=[CH:17][C:14]([CH:15]=[C:2]2[C:3](=[O:9])[CH:4]3[CH2:7][CH2:8][N:1]2[CH2:6][CH2:5]3)=[CH:13][CH:12]=1 |f:2.3|. The yield is 79.9%. Reactants: O (water), N12CC(C(CC1)CC2)=O (3-quinuclidinone), ClC1=CC=C(C=O)C=C1 (4-chlorobenzaldehyde), [OH-].[Na+] (sodium hydroxide). Reactants: C#CCO, CCCCCCCCCCCC#CCO, COCCO[AlH2-]OCCOC, [Na+]. Yields the product CCCCCCCCCCCC=CCO. RXN SMILES: [CH2:1]([OH:2])[C:3]#[CH:4].[CH2:5]([C:6]#[C:7][CH2:8][CH2:9][CH2:10][CH2:11][CH2:12][CH2:13][CH2:14][CH2:15][CH2:16][CH2:17][CH3:18])[OH:19].[CH3:21][O:22][CH2:23][CH2:24][O:25][AlH2-:26][O:27][CH2:28][CH2:29][O:30][CH3:31].[Na+:20]>>[CH2:5]([CH:6]=[CH:7][CH2:8][CH2:9][CH2:10][CH2:11][CH2:12][CH2:13][CH2:14][CH2:15][CH2:16][CH2:17][CH3:18])[OH:19]. The reactants are C[Si](C)(C)[N-][Si](C)(C)C.[K+] (Potassium bis(trimethylsilyl)amide), solution, ClC1=NC=NC2=CC(=C(C=C12)OC)OCCOC (4-chloro-6-methoxy-7-(2-methoxyethoxy)quinazoline), C(C)OC(N1C(CC2=CC=CC=C12)=O)OCC (1-diethoxymethyloxindole). Solvent: C1(=CC=CC=C1)C (toluene), C1CCOC1 (THF). Run at time 2 hour. Yields the product C(C)OC(N1C(C(C2=CC=CC=C12)C1=NC=NC2=CC(=C(C=C12)OC)OCCOC)=O)OCC (4-(1-diethoxymethyloxindol-3-yl)-6-methoxy-7-(2-methoxyethoxy)quinazoline). Isolated yield 72.4%. Reaction SMILES: C[Si]([N-][Si](C)(C)C)(C)C.[K+].Cl[C:12]1[C:21]2[C:16](=[CH:17][C:18]([O:24][CH2:25][CH2:26][O:27][CH3:28])=[C:19]([O:22][CH3:23])[CH:20]=2)[N:15]=[CH:14][N:13]=1.[CH2:29]([O:31][CH:32]([O:43][CH2:44][CH3:45])[N:33]1[C:41]2[C:36](=[CH:37][CH:38]=[CH:39][CH:40]=2)[CH2:35][C:34]1=[O:42])[CH3:30]>C1(C)C=CC=CC=1.C1COCC1>[CH2:44]([O:43][CH:32]([O:31][CH2:29][CH3:30])[N:33]1[C:41]2[C:36](=[CH:37][CH:38]=[CH:39][CH:40]=2)[CH:35]([C:12]2[C:21]3[C:16](=[CH:17][C:18]([O:24][CH2:25][CH2:26][O:27][CH3:28])=[C:19]([O:22][CH3:23])[CH:20]=3)[N:15]=[CH:14][N:13]=2)[C:34]1=[O:42])[CH3:45] |f:0.1|. Procedure details: Potassium bis(trimethylsilyl)amide (48 ml of a 0.5M solution in toluene, 24 mmol) was rapidly added to a solution of 4-chloro-6-methoxy-7-(2-methoxyethoxy)quinazoline (3.2 g, 11.9 mmol) and 1-diethoxymethyloxindole (4.0 g, 14.9 mmol), (prepared according to Synthesis 1975, 168), in THF (240 ml) at ambient temperature. After 2 hours, the precipitate was filtered off and washed with ether. The filtrate was evaporated. The residue was mixed with the precipitate and partitioned between methylene chl... The reactants are COc1c(CBr)ccc2ccccc12, CC(C)(C)OC(=O)N1CCC(c2ccc(F)cc2)C(O)C1. Yields the product COc1c(COC2CN(C(=O)OC(C)(C)C)CCC2c2ccc(F)cc2)ccc2ccccc12. RXN SMILES: [Br:22][CH2:23][c:24]1[c:25]([O:34][CH3:35])[c:26]2[cH:27][cH:28][cH:29][cH:30][c:31]2[cH:32][cH:33]1.[F:1][c:2]1[cH:3][cH:4][c:5]([CH:8]2[CH:9]([OH:21])[CH2:10][N:11]([C:14](=[O:15])[O:16][C:17]([CH3:18])([CH3:19])[CH3:20])[CH2:12][CH2:13]2)[cH:6][cH:7]1>>[F:1][c:2]1[cH:3][cH:4][c:5]([CH:8]2[CH:9]([O:21][CH2:23][c:24]3[c:25]([O:34][CH3:35])[c:26]4[cH:27][cH:28][cH:29][cH:30][c:31]4[cH:32][cH:33]3)[CH2:10][N:11]([C:14](=[O:15])[O:16][C:17]([CH3:18])([CH3:19])[CH3:20])[CH2:12][CH2:13]2)[cH:6][cH:7]1.